describe an organic reaction: reactants, conditions, products, and yield From a dataset of the Open Reaction Database (ORD), a public repository of structured organic reaction records. Starting materials: C=O, CC(=O)O, CO[BH-](OC)OC, CO, CCNC(=O)Nc1cc(Oc2ccc3c(ccn3C(=O)NC3CCNCC3)c2)ccn1, [Na+], C1CCOC1. Product: CCNC(=O)Nc1cc(Oc2ccc3c(ccn3C(=O)NC3CCN(C)CC3)c2)ccn1. RXN SMILES: [CH2:32]=[O:33].[CH3:34][C:35](=[O:36])[OH:37].[CH3:38][O:39][BH-:40]([O:41][CH3:42])[O:43][CH3:44].[CH3:51][OH:52].[NH:1]1[CH2:2][CH2:3][CH:4]([NH:7][C:8](=[O:9])[n:10]2[cH:11][cH:12][c:13]3[cH:14][c:15]([O:19][c:20]4[cH:21][c:22]([NH:26][C:27](=[O:28])[NH:29][CH2:30][CH3:31])[n:23][cH:24][cH:25]4)[cH:16][cH:17][c:18]23)[CH2:5][CH2:6]1.[Na+:45].[O:46]1[CH2:47][CH2:48][CH2:49][CH2:50]1>>[N:1]1([CH3:34])[CH2:2][CH2:3][CH:4]([NH:7][C:8](=[O:9])[n:10]2[cH:11][cH:12][c:13]3[cH:14][c:15]([O:19][c:20]4[cH:21][c:22]([NH:26][C:27](=[O:28])[NH:29][CH2:30][CH3:31])[n:23][cH:24][cH:25]4)[cH:16][cH:17][c:18]23)[CH2:5][CH2:6]1.